From a dataset of the Open Reaction Database (ORD), a public repository of structured organic reaction records. describe an organic reaction: reactants, conditions, products, and yield The reactants are C(CCC)C1=NC2=C(N1CC1=CC=C(C=C1)N1C(=CC=C1)C1=NN=NN1)C(=CC=C2)C(=O)OC (methyl 2-butyl-1-[[4-[2-(1H-tetrazol-5-yl)-1-pyrrolyl]phenyl]methyl]benzimidazole-7-carboxylate), [OH-].[Na+] (NaOH). Run in CO (methanol). The product is C(CCC)C1=NC2=C(N1CC1=CC=C(C=C1)N1C(=CC=C1)C1=NN=NN1)C(=CC=C2)C(=O)O (2-Butyl-1-[[4-[2-(1H-tetrazol-5-yl)-1-pyrrolyl]phenyl]methyl]benzimidazole-7-carboxylic acid). RXN SMILES: [CH2:1]([C:5]1[N:9]([CH2:10][C:11]2[CH:16]=[CH:15][C:14]([N:17]3[CH:21]=[CH:20][CH:19]=[C:18]3[C:22]3[NH:26][N:25]=[N:24][N:23]=3)=[CH:13][CH:12]=2)[C:8]2[C:27]([C:31]([O:33]C)=[O:32])=[CH:28][CH:29]=[CH:30][C:7]=2[N:6]=1)[CH2:2][CH2:3][CH3:4].[OH-].[Na+]>CO>[CH2:1]([C:5]1[N:9]([CH2:10][C:11]2[CH:12]=[CH:13][C:14]([N:17]3[CH:21]=[CH:20][CH:19]=[C:18]3[C:22]3[NH:26][N:25]=[N:24][N:23]=3)=[CH:15][CH:16]=2)[C:8]2[C:27]([C:31]([OH:33])=[O:32])=[CH:28][CH:29]=[CH:30][C:7]=2[N:6]=1)[CH2:2][CH2:3][CH3:4] |f:1.2|. Procedure: A solution of methyl 2-butyl-1-[[4-[2-(1H-tetrazol-5-yl)-1-pyrrolyl]phenyl]methyl]benzimidazole-7-carboxylate (0.85 g) in methanol (10 ml) containing 1N aqueous NaOH (5.7 ml) was heated under reflux for 2 hours. After evaporation of methanol, the residue was neutralized with 1N aqueous hydrochloric acid to precipitate crystals. Recrystallization from chloroform-methanol afforded colorless prisms (0.71 g, 78%), m.p. 165°-167° C. Reactants: CCN=C=NCCCN(C)C, CN(C)C=O, Cl, Cc1ccc(N)cc1Oc1ccc2nc(NC(=O)C3CC3)cn2n1, O=C(O)c1cccc(C(F)(F)F)c1, On1nnc2ccccc21. The product is Cc1ccc(NC(=O)c2cccc(C(F)(F)F)c2)cc1Oc1ccc2nc(NC(=O)C3CC3)cn2n1. As a reaction SMILES: [CH3:39][N:40]([CH3:41])[CH2:42][CH2:43][CH2:44][N:45]=[C:46]=[N:47][CH2:48][CH3:49].[CH3:60][N:61]([CH3:62])[CH:63]=[O:64].[ClH:38].[NH2:1][c:2]1[cH:3][cH:4][c:5]([CH3:24])[c:6]([O:7][c:8]2[cH:9][cH:10][c:11]3[n:12]([n:13]2)[cH:14][c:15]([NH:17][C:18](=[O:19])[CH:20]2[CH2:21][CH2:22]2)[n:16]3)[cH:23]1.[OH:25][C:26](=[O:27])[c:28]1[cH:29][cH:30][cH:31][c:32]([C:34]([F:35])([F:36])[F:37])[cH:33]1.[OH:50][n:51]1[c:52]2[cH:53][cH:54][cH:55][cH:56][c:57]2[n:58][n:59]1>>[NH:1]([c:2]1[cH:3][cH:4][c:5]([CH3:24])[c:6]([O:7][c:8]2[cH:9][cH:10][c:11]3[n:12]([n:13]2)[cH:14][c:15]([NH:17][C:18](=[O:19])[CH:20]2[CH2:21][CH2:22]2)[n:16]3)[cH:23]1)[C:26](=[O:25])[c:28]1[cH:29][cH:30][cH:31][c:32]([C:34]([F:35])([F:36])[F:37])[cH:33]1. Reactants: C(C)N1C=C(C(C2=CC(=C(C(=C12)F)N1CCN(CC1)CC1=CC=C(C=C1)[N+](=O)[O-])F)=O)C(=O)O (1-ethyl-6,8-difluoro-1,4-dihydro-7-[4-(p-nitrobenzyl)-1-piperazinyl]-4-oxoquinoline-3-carboxylic acid). Reagents/catalysts: [Pd] (palladium on charcoal). Run in C(C)(=O)O (acetic acid). Yields the product NC1=CC=C(CN2CCN(CC2)C2=C(C=C3C(C(=CN(C3=C2F)CC)C(=O)O)=O)F)C=C1 (7-[4-(p-aminobenzyl)-1-piperazinyl]-1-ethyl-6,8-difluoro-1,4-dihydro-4-oxoquinoline-3-carboxylic acid). As a reaction SMILES: [CH2:1]([N:3]1[C:12]2[C:7](=[CH:8][C:9]([F:30])=[C:10]([N:14]3[CH2:19][CH2:18][N:17]([CH2:20][C:21]4[CH:26]=[CH:25][C:24]([N+:27]([O-])=O)=[CH:23][CH:22]=4)[CH2:16][CH2:15]3)[C:11]=2[F:13])[C:6](=[O:31])[C:5]([C:32]([OH:34])=[O:33])=[CH:4]1)[CH3:2]>[Pd].C(O)(=O)C>[NH2:27][C:24]1[CH:23]=[CH:22][C:21]([CH2:20][N:17]2[CH2:18][CH2:19][N:14]([C:10]3[C:11]([F:13])=[C:12]4[C:7]([C:6](=[O:31])[C:5]([C:32]([OH:34])=[O:33])=[CH:4][N:3]4[CH2:1][CH3:2])=[CH:8][C:9]=3[F:30])[CH2:15][CH2:16]2)=[CH:26][CH:25]=1. Procedure details: A mixture of 1-ethyl-6,8-difluoro-1,4-dihydro-7-[4-(p-nitrobenzyl)-1-piperazinyl]-4-oxoquinoline-3-carboxylic acid (6.0 g), acetic acid (150 ml), and 5% palladium on charcoal (1.0 g) was hydrogenated. The slurry was filtered and the filtrate concentrated to dryness. The residue was treated with water, neutralized with aqueous sodium hydroxide solution and extracted with dichloromethane. The organic layer was dried and evaporated. The residue was chromatographed on silica gel. Elution with a mixt... Reactants: ClC=1C=C(N)C=CC1 (3-chloro-aniline), ClC=1C2=C(N=CN1)NC(=C2C)C2=[N+](C=CC=C2)CC2=CC=CC=C2 (4-chloro-5-methyl-6-(N-benzyl-pyridinium-2-yl)-7H-pyrrolo[2,3-d]-pyrimidine). Solvent: C(C)(C)O (isopropanol). The product is ClC=1C=C(NC=2C3=C(N=CN2)NC(=C3C)C3=NC=CC=C3)C=CC1 (4-(3-chloro-anilino)-5-methyl-6-(pyrid-2-yl)-7H-pyrrolo[2,3-d]pyrimidine). RXN SMILES: [Cl:1][C:2]1[CH:3]=[C:4]([CH:6]=[CH:7][CH:8]=1)[NH2:5].Cl[C:10]1[C:11]2[C:18]([CH3:19])=[C:17]([C:20]3[CH:25]=[CH:24][CH:23]=[CH:22][N+:21]=3CC3C=CC=CC=3)[NH:16][C:12]=2[N:13]=[CH:14][N:15]=1>C(O)(C)C>[Cl:1][C:2]1[CH:3]=[C:4]([CH:6]=[CH:7][CH:8]=1)[NH:5][C:10]1[C:11]2[C:18]([CH3:19])=[C:17]([C:20]3[CH:25]=[CH:24][CH:23]=[CH:22][N:21]=3)[NH:16][C:12]=2[N:13]=[CH:14][N:15]=1. Reported procedure: With the exclusion of air, 529 μl (5.0 mmol) of 3-chloro-aniline are added to approximately 1.2 mmol of 4-chloro-5-methyl-6-(N-benzyl-pyridinium-2-yl)-7H-pyrrolo[2,3-d]-pyrimidine in 10 ml of isopropanol and the reaction mixture is boiled under reflux for 3 hours. The reaction mixture is concentrated by evaporation and the residue is chromatographed over silica gel. Elution with methylene chloride/ethanol (7:3) and methylene chloride/methanol (7:3) yields first 4-(3-chloro-anilino)-5-methyl-6-(p... Reactants: COC1=C(C(=O)N[C@@H]2[C@H](CCC2)NC2=NC=C(N=C2)C(F)(F)F)C=C(C=C1)C (2-Methoxy-5-methyl-N-[(1S,2S)-2-{[5-(trifluoromethyl)pyrazin-2-yl]amino}cyclopentyl]benzamide), ClC=1C=CC(=C(C(=O)O)C1)N1N=NC=C1 (5-chloro-2-(1H-1,2,3-triazol-1-yl)benzoic acid), ClC=1C=CC(=C(C(=O)O)C1)N1N=NC=C1 (5-chloro-2-(1H-1,2,3-triazol-1-yl)benzoic acid), Cl.FC(C=1N=CC(=NC1)N[C@@H]1[C@H](CCC1)N)(F)F ((1S,2S)-1-N-[5-(trifluoromethyl)pyrazin-2-yl]cyclopentane-1,2-diamine hydrochloride), Cl.FC(C=1N=CC(=NC1)N[C@@H]1[C@H](CCC1)N)(F)F ((1S,2S)-1-N-[5-(trifluoromethyl)pyrazin-2-yl]cyclopentane-1,2-diamine hydrochloride). The product is ClC=1C=CC(=C(C(=O)N[C@@H]2[C@H](CCC2)NC2=NC=C(N=C2)C(F)(F)F)C1)N1N=NC=C1 (5-Chloro-2-(1H-1,2,3-triazol-1-yl)-N-[(1S,2S)-2-{[5-(trifluoromethyl)pyrazin-2-yl]amino}cyclopentyl]benzamide). Reaction SMILES: COC1C=CC(C)=CC=1C(N[C@H]1CCC[C@@H]1NC1C=NC(C(F)(F)F)=CN=1)=O.Cl.[F:30][C:31]([F:46])([F:45])[C:32]1[N:33]=[CH:34][C:35]([NH:38][C@H:39]2[CH2:43][CH2:42][CH2:41][C@@H:40]2[NH2:44])=[N:36][CH:37]=1.[Cl:47][C:48]1[CH:49]=[CH:50][C:51]([N:57]2[CH:61]=[CH:60][N:59]=[N:58]2)=[C:52]([CH:56]=1)[C:53](O)=[O:54]>>[Cl:47][C:48]1[CH:49]=[CH:50][C:51]([N:57]2[CH:61]=[CH:60][N:59]=[N:58]2)=[C:52]([CH:56]=1)[C:53]([NH:44][C@H:40]1[CH2:41][CH2:42][CH2:43][C@@H:39]1[NH:38][C:35]1[CH:34]=[N:33][C:32]([C:31]([F:30])([F:45])[F:46])=[CH:37][N:36]=1)=[O:54] |f:1.2|. Procedure: Prepared according to the procedure for 2-methoxy-5-methyl-N-[(1S,2S)-2-{[5-(trifluoromethyl)pyrazin-2-yl]amino}cyclopentyl]benzamide (Example 37) from (1S,2S)-1-N-[5-(trifluoromethyl)pyrazin-2-yl]cyclopentane-1,2-diamine hydrochloride (Intermediate 14; 126 mg, 0.45 mmol) and 5-chloro-2-(1H-1,2,3-triazol-1-yl)benzoic acid (Intermediate 38b; 120 mg, 0.54 mmol) except this was purified by column chromatography (silica, 40-100% ethyl acetate/petrol) to afford the title compound. Starting materials: ClCCl, CN(CCO)c1ccc(Br)cc1N, CN(C)C=O, O=S(Cl)Cl. Product: CN(CCCl)c1ccc(Br)cc1N. RXN SMILES: [Cl:18][CH2:19][Cl:20].[NH2:5][c:6]1[c:7]([N:13]([CH2:14][CH2:15][OH:16])[CH3:17])[cH:8][cH:9][c:10]([Br:12])[cH:11]1.[O:21]=[CH:22][N:23]([CH3:24])[CH3:25].[S:1]([Cl:2])([Cl:3])=[O:4]>>[Cl:3][CH2:15][CH2:14][N:13]([c:7]1[c:6]([NH2:5])[cH:11][c:10]([Br:12])[cH:9][cH:8]1)[CH3:17]. Starting materials: O=C([O-])O, C=CCOC(=O)c1ccc[nH]1, CN(C)C=O, CCOCC, NCl, [H-], [Na+], [Na+], O. The product is C=CCOC(=O)c1cccn1N. RXN SMILES: [C:16](=[O:17])([OH:18])[O-:19].[CH2:1]([CH:2]=[CH2:3])[O:4][C:5](=[O:6])[c:7]1[nH:8][cH:9][cH:10][cH:11]1.[CH3:21][N:22]([CH3:23])[CH:24]=[O:25].[CH3:26][CH2:27][O:28][CH2:29][CH3:30].[Cl:14][NH2:15].[H-:12].[Na+:13].[Na+:20].[OH2:31]>>[CH2:1]([CH:2]=[CH2:3])[O:4][C:5](=[O:6])[c:7]1[n:8]([NH2:15])[cH:9][cH:10][cH:11]1.